Dataset: the Open Reaction Database (ORD), a public repository of structured organic reaction records. Task: describe an organic reaction: reactants, conditions, products, and yield Reactants: ClCC([C@]1([C@@H](C[C@H]2[C@@H]3CCC4=CC(C=C[C@]4(C)[C@H]3[C@H](C[C@]12C)O)=O)OCCOC1OCCCC1)O)=O (21-chloro-11β,17-dihydroxy-16α-[2-(tetrahydropyran-2-yloxy)ethoxy]pregna-1,4-diene-3,20-dione). Solvent: C(C)(=O)O (acetic acid), O (water), O (water). The product is ClCC([C@]1([C@@H](C[C@H]2[C@@H]3CCC4=CC(C=C[C@]4(C)[C@H]3[C@H](C[C@]12C)O)=O)OCCO)O)=O (21 -Chloro-11β,17-dihydroxy-16α-(2-hydroxyethoxy)-pregna-1,4-diene-3,20-dione). As a reaction SMILES: [Cl:1][CH2:2][C:3](=[O:36])[C@:4]1([OH:35])[C@:21]2([CH3:22])[C@H:7]([C@H:8]3[C@H:18]([C@@H:19]([OH:23])[CH2:20]2)[C@:16]2([CH3:17])[C:11](=[CH:12][C:13](=[O:24])[CH:14]=[CH:15]2)[CH2:10][CH2:9]3)[CH2:6][C@H:5]1[O:25][CH2:26][CH2:27][O:28]C1CCCCO1>C(O)(=O)C.O>[Cl:1][CH2:2][C:3](=[O:36])[C@:4]1([OH:35])[C@:21]2([CH3:22])[C@H:7]([C@H:8]3[C@H:18]([C@@H:19]([OH:23])[CH2:20]2)[C@:16]2([CH3:17])[C:11](=[CH:12][C:13](=[O:24])[CH:14]=[CH:15]2)[CH2:10][CH2:9]3)[CH2:6][C@H:5]1[O:25][CH2:26][CH2:27][OH:28]. Procedure: A solution of 21-chloro-11β,17-dihydroxy-16α-[2-(tetrahydropyran-2-yloxy)ethoxy]pregna-1,4-diene-3,20-dione (8.4 mmoles) in 50 ml of acetic acid and 50 ml of water is stirred at room temperature for 6 hours, diluted with cold water, and the resulting solid filtered and dried in vacuo to yield the title compound. Starting materials: C(C)(C)(C)OC(=O)N[C@@H](CCCCNC(C)C(=O)OC)C(=O)O (Nα -t-butoxycarbonyl-Nε -(1-methoxycarbonyl-1-ethyl)lysine), CN(C)C=O (DMF), ON1C(CCC1=O)=O (N-hydroxysuccinimide), C1(CCCCC1)N=C=NC1CCCCC1 (dicyclohexylcarbodiimide). The solvent is C(C)(=O)OCC (ethyl acetate). Reaction conditions: time 2 day. Yields the product C(C)(C)(C)OC(=O)N[C@@H]1C(N(CCCC1)C(C)C(=O)OC)=O (3-(S)-t-butoxycarbonylamino-1-(1-methoxycarbonylethyl)perhydroazepin-2-one). RXN SMILES: [C:1]([O:5][C:6]([NH:8][C@H:9]([C:21]([OH:23])=O)[CH2:10][CH2:11][CH2:12][CH2:13][NH:14][CH:15]([C:17]([O:19][CH3:20])=[O:18])[CH3:16])=[O:7])([CH3:4])([CH3:3])[CH3:2].ON1C(=O)CCC1=O.C1(N=C=NC2CCCCC2)CCCCC1.CN(C=O)C>C(OCC)(=O)C>[C:1]([O:5][C:6]([NH:8][C@H:9]1[CH2:10][CH2:11][CH2:12][CH2:13][N:14]([CH:15]([C:17]([O:19][CH3:20])=[O:18])[CH3:16])[C:21]1=[O:23])=[O:7])([CH3:2])([CH3:3])[CH3:4]. Procedure details: Dissolve 4.76 g of the lysine derivative, 1.64 g. of N-hydroxysuccinimide and 3.24 g dicyclohexylcarbodiimide in 250 ml. of DMF. Store this reaction mixture at 0° C. for two days. Concentrate the reaction in vacuo and dissolve the residue in ethyl acetate. Filter and purify the product by silica gel chromatography. Isolate the purified 3-(S)-t-butoxycarbonylamino-1-(1-methoxycarbonylethyl)perhydroazepin-2-one.